The task is: describe an organic reaction: reactants, conditions, products, and yield. This data is from the Open Reaction Database (ORD), a public repository of structured organic reaction records. Reactants: CCC1C(=O)Nc2ccc(F)cc2N1C(=O)c1ccc(OC)cc1, CCC1C(=O)N(C)c2cc(F)ccc2N1C(=O)c1cccc(OC)c1. The product is CCC1C(=O)N(C)c2ccc(F)cc2N1C(=O)c1ccc(OC)cc1. Reaction SMILES: [CH2:1]([CH3:2])[CH:3]1[C:4](=[O:24])[NH:5][c:6]2[cH:7][cH:8][c:9]([F:23])[cH:10][c:11]2[N:12]1[C:13]([c:14]1[cH:15][cH:16][c:17]([O:20][CH3:21])[cH:18][cH:19]1)=[O:22].[CH2:25]([CH:26]1[N:27]([C:28](=[O:29])[c:30]2[cH:31][cH:32][cH:33][c:34]([O:35][CH3:36])[cH:37]2)[c:38]2[c:39]([cH:40][c:41]([F:42])[cH:43][cH:44]2)[N:45]([CH3:46])[C:47]1=[O:48])[CH3:49]>>[CH2:1]([CH3:2])[CH:3]1[C:4](=[O:24])[N:5]([CH3:25])[c:6]2[cH:7][cH:8][c:9]([F:23])[cH:10][c:11]2[N:12]1[C:13]([c:14]1[cH:15][cH:16][c:17]([O:20][CH3:21])[cH:18][cH:19]1)=[O:22].